Dataset: the Open Reaction Database (ORD), a public repository of structured organic reaction records. Task: describe an organic reaction: reactants, conditions, products, and yield The reactants are CN1CCCC1=O, CCOC(C)=O, CCCC(N)CO, COc1cc(CC#N)ccc1Cc1c(C)nc(N)nc1Cl. Product: CCCC(CO)Nc1nc(N)nc(C)c1Cc1ccc(CC#N)cc1OC. RXN SMILES: [CH3:29][N:30]1[CH2:31][CH2:32][CH2:33][C:34]1=[O:35].[CH3:36][CH2:37][O:38][C:39]([CH3:40])=[O:41].[NH2:1][CH:2]([CH2:3][OH:4])[CH2:5][CH2:6][CH3:7].[NH2:8][c:9]1[n:10][c:11]([CH3:28])[c:12]([CH2:16][c:17]2[c:18]([O:26][CH3:27])[cH:19][c:20]([CH2:23][C:24]#[N:25])[cH:21][cH:22]2)[c:13]([Cl:15])[n:14]1>>[NH:1]([CH:2]([CH2:3][OH:4])[CH2:5][CH2:6][CH3:7])[c:13]1[c:12]([CH2:16][c:17]2[c:18]([O:26][CH3:27])[cH:19][c:20]([CH2:23][C:24]#[N:25])[cH:21][cH:22]2)[c:11]([CH3:28])[n:10][c:9]([NH2:8])[n:14]1. Starting materials: Cl (HCl), CCOCC (ether), C1=C2[C@@H]3[C@H](CN4C2=C(C=C1)OCCC4)CN(C3)C(=O)OC(C)(C)C ((+)-cis tert-butyl 6,7,9a,10,12,12a-hexahydro-5H-[1,4]oxazepino[2,3,4-ij]pyrrolo[3,4-c]quinoline-11(9H)-carboxylate), FC(C(=O)O)(F)F (trifluoroacetic acid), residue. Run in CCOCC.C(C)O (ether ethanol), C(Cl)Cl (methylene chloride). Conditions: time 2 hour. Product: Cl.Cl.C1=C2[C@@H]3[C@H](CN4C2=C(C=C1)OCCC4)CNC3 ((±)-cis-6,7,9,9a,10,11,12,12a-octahydro-5H-[1,4]oxazepino[2,3,4-ij]pyrrolo[3,4-c]quinoline, bis-hydrochloride salt). As a reaction SMILES: [CH:1]1[CH:10]=[CH:9][C:8]2[O:11][CH2:12][CH2:13][CH2:14][N:6]3[C:7]=2[C:2]=1[C@H:3]1[CH2:17][N:16](C(OC(C)(C)C)=O)[CH2:15][C@H:4]1[CH2:5]3.FC(F)(F)C(O)=O.[ClH:32].CCOCC>C(Cl)Cl.CCOCC.C(O)C>[ClH:32].[ClH:32].[CH:1]1[CH:10]=[CH:9][C:8]2[O:11][CH2:12][CH2:13][CH2:14][N:6]3[C:7]=2[C:2]=1[C@H:3]1[CH2:17][NH:16][CH2:15][C@H:4]1[CH2:5]3 |f:5.6,7.8.9|. Reported procedure: To absolution of (+)-cis tert-butyl 6,7,9a,10,12,12a-hexahydro-5H-[1,4]oxazepino[2,3,4-ij]pyrrolo[3,4-c]quinoline-11(9H)-carboxylate (250 mg, 0.76 mmol) in 15 mL of methylene chloride was added trifluoroacetic acid (4 mL). This mixture was stirred at ambient temperature for 2 h and then concentrated in vacuo. The residue was basified with sat'd aq Na2CO3 and extracted with chloroform. The organics were washed with brine, dried (K2CO3) and concentrated in vacuo to afford the free base. This mater... Reaction SMILES: Br[C:2]1[N:7]=[CH:6][CH:5]=[CH:4][N:3]=1.[Br:8][C:9]1[CH:14]=[CH:13][C:12](B(O)O)=[C:11]([F:18])[C:10]=1[F:19].C(=O)([O-])[O-].[K+].[K+].C(O)C>C1(C)C=CC=CC=1.O.C(OCC)(=O)C.C1C=CC([P]([Pd]([P](C2C=CC=CC=2)(C2C=CC=CC=2)C2C=CC=CC=2)([P](C2C=CC=CC=2)(C2C=CC=CC=2)C2C=CC=CC=2)[P](C2C=CC=CC=2)(C2C=CC=CC=2)C2C=CC=CC=2)(C2C=CC=CC=2)C2C=CC=CC=2)=CC=1>[Br:8][C:9]1[CH:14]=[CH:13][C:12]([C:2]2[N:7]=[CH:6][CH:5]=[CH:4][N:3]=2)=[C:11]([F:18])[C:10]=1[F:19] |f:2.3.4,^1:46,48,67,86|. Run in C1(=CC=CC=C1)C (toluene), O (water), O (water), C(C)(=O)OCC (ethyl acetate). Reaction conditions: temperature 90 celsius, time 8 hour. Procedure: A mixture of 2-bromopyrimidine (2.0 g, 12.7 mmol), 4-bromo-2,3-difluorobenzeneboronic acid (1.0 g, 4.22 mmol), potassium carbonate (2.93 g, 21.1 mmol) in a mixture of toluene (30 ml)/ethanol (30 ml)/water (15 ml) were purged with nitrogen for 15 min. Tetrakis(triphenylphosphine)palladium(0) (488 mg, 0.42 mmol) was added and the mixture was stirred at 90° C. in a sealed-tube for overnight. The mixture was cooled to r.t. and was diluted with water and ethyl acetate. Layers were separated. The sepa... Yields the product BrC1=C(C(=C(C=C1)C1=NC=CC=N1)F)F (2-(4-Bromo-2,3-difluoro-phenyl)-pyrimidine). Reactants: BrC1=NC=CC=N1 (2-bromopyrimidine), BrC1=C(C(=C(C=C1)B(O)O)F)F (4-bromo-2,3-difluorobenzeneboronic acid), C([O-])([O-])=O.[K+].[K+] (potassium carbonate), C(C)O (ethanol). The reagents and catalysts are C=1C=CC(=CC1)[P](C=2C=CC=CC2)(C=3C=CC=CC3)[Pd]([P](C=4C=CC=CC4)(C=5C=CC=CC5)C=6C=CC=CC6)([P](C=7C=CC=CC7)(C=8C=CC=CC8)C=9C=CC=CC9)[P](C=1C=CC=CC1)(C=1C=CC=CC1)C=1C=CC=CC1 (Tetrakis(triphenylphosphine)palladium(0)). RXN SMILES: [S:1](=[O:5])(=[O:4])([OH:3])[O-:2].[NH4+:6].C1(=[N:13][OH:14])CCCCC1.C1(=O)CCCCC1>>[OH:14][NH3+:13].[S:1]([O-:5])([O-:4])(=[O:3])=[O:2].[NH4+:6].[NH4+:13] |f:0.1,4.5.6.7|. Yields the product O[NH3+].S(=O)(=O)([O-])[O-].[NH4+].[NH4+] (hydroxylammonium ammonium sulfate). The reactants are S([O-])(O)(=O)=O.[NH4+] (ammonium bisulfate), C1(CCCCC1)=NO (cyclohexanone oxime), C1(CCCCC1)=O (cyclohexanone). Procedure details: The aqueous ammonium bisulfate phase freed from organic products such as cyclohexanone oxime and cyclohexanone may be used directly or, for example, after treatment with carbon for the removal of the final traces of organic components, in the catalytic hydroxylamine synthesis in place of sulfuric acid. Here again there is produced a hydroxylammonium/ammonium sulfate solution which may then be used for the oximation process. The aqueous ammonium bisulfate solution formed during oximation may, of ... Starting materials: COC(C1=C(C(=CC(=C1)C)[N+](=O)[O-])N)=O (2-amino-5-methyl-3-nitro-benzoic acid methyl ester), [H][H] (hydrogen). Reagents/catalysts: [Pd] (Palladium on charcoal). Run in CO (methanol). Product: COC(C1=C(C(=CC(=C1)C)N)N)=O (2,3-Diamino-5-methyl-benzoic acid methyl ester). Isolated yield 96.0%. As a reaction SMILES: [CH3:1][O:2][C:3](=[O:15])[C:4]1[CH:9]=[C:8]([CH3:10])[CH:7]=[C:6]([N+:11]([O-])=O)[C:5]=1[NH2:14].[H][H]>CO.[Pd]>[CH3:1][O:2][C:3](=[O:15])[C:4]1[CH:9]=[C:8]([CH3:10])[CH:7]=[C:6]([NH2:11])[C:5]=1[NH2:14]. Procedure details: A solution of 2-amino-5-methyl-3-nitro-benzoic acid methyl ester (5.5 g, 26 mmol) in methanol (200 mL) was hydrogenated with hydrogen balloon in presence of 10% Palladium on charcoal (1.5 g) for 12 h. The reaction mixture was filtered and the filtrate was concentrated under reduced pressure to get the required product as a brown coloured solid 4.5 g (95%). Reactants: C1(=CC=CC=C1)[Mg]Br (phenyl magnesium bromide), ice, C(C)(C)(C)OC(=O)N1[C@H](CC(C1)=O)[C@@H]1[C@@H](N(C(O1)(C)C)C(C)=O)CC1=CC(=CC(=C1)F)F ((R)-2-[(4S,5S)-3-acetyl-4-(3,5-difluoro-benzyl)-2,2-dimethyl-oxazolidin-5-yl]-4-oxo-pyrrolidine-1-carboxylic acid tert-butyl ester). The solvent is CCOCC (ether), C(C)(=O)OCC (ethyl acetate). Reaction conditions: temperature 23 celsius, time 60 minute. The product is C(C)(C)(C)OC(=O)N1[C@H](C[C@@](C1)(C1=CC=CC=C1)O)[C@@H]1[C@@H](N(C(O1)(C)C)C(C)=O)CC1=CC(=CC(=C1)F)F ((2R,4S)-2-[(4S,5S)-3-Acetyl-4-(3,5-difluoro-benzyl)-2,2-dimethyl-oxazolidin-5-yl]-4-hydroxy-4-phenyl-pyrrolidine-1-carboxylic acid tert-butyl ester). The yield is 40.2%. As a reaction SMILES: [C:1]1([Mg]Br)[CH:6]=[CH:5][CH:4]=[CH:3][CH:2]=1.[C:9]([O:13][C:14]([N:16]1[CH2:20][C:19](=[O:21])[CH2:18][C@@H:17]1[C@H:22]1[O:26][C:25]([CH3:28])([CH3:27])[N:24]([C:29](=[O:31])[CH3:30])[C@H:23]1[CH2:32][C:33]1[CH:38]=[C:37]([F:39])[CH:36]=[C:35]([F:40])[CH:34]=1)=[O:15])([CH3:12])([CH3:11])[CH3:10]>CCOCC.C(OCC)(=O)C>[C:9]([O:13][C:14]([N:16]1[CH2:20][C@@:19]([OH:21])([C:1]2[CH:6]=[CH:5][CH:4]=[CH:3][CH:2]=2)[CH2:18][C@@H:17]1[C@H:22]1[O:26][C:25]([CH3:27])([CH3:28])[N:24]([C:29](=[O:31])[CH3:30])[C@H:23]1[CH2:32][C:33]1[CH:34]=[C:35]([F:40])[CH:36]=[C:37]([F:39])[CH:38]=1)=[O:15])([CH3:10])([CH3:11])[CH3:12]. Procedure: Add phenyl magnesium bromide (3.0 mL, 9 mmol, 3M in ether) dropwise to an ice cold solution of (R)-2-[(4S,5S)-3-acetyl-4-(3,5-difluoro-benzyl)-2,2-dimethyl-oxazolidin-5-yl]-4-oxo-pyrrolidine-1-carboxylic acid tert-butyl ester (0.40 g, 0.89 mmol) in ether (20 mL). Stir 60 minutes and warm to 23° C. Dilute with ethyl acetate and wash with saturated aqueous ammonium chloride. Purify on silica gel with dichloromethane/ethyl acetate mixtures to give the desired compound as a foam (0.19 g, 41%). Starting materials: C1(=CC=CC=C1)N1CCN2N(C3=C(NC2=S)C=CC=C3)CC1 (2,3,4,5-Tetrahydro-3-Phenyl-1H-[1,2,5]Triazepino[1,2-a][1,2,4]Benzotriazine-7(8H)-Thione), CC(C)([O-])C.[K+] (potassium t-butoxide), CI (methyl iodide). The solvent is CN(C=O)C (N,N-dimethylformamide). Conditions: time 8 hour. The product is CSC=1N2N(C3=C(N1)C=CC=C3)CCN(CC2)C2=CC=CC=C2 (2,3,4,5-Tetrahydro-7-(Methylthio)-3-Phenyl-1H-[1,2,5]Triazepino[1,2-a][1,2,4]Benzotriazine). As a reaction SMILES: [C:1]1([N:7]2[CH2:22][CH2:21][N:11]3[C:12]4[CH:20]=[CH:19][CH:18]=[CH:17][C:13]=4[NH:14][C:15](=[S:16])[N:10]3[CH2:9][CH2:8]2)[CH:6]=[CH:5][CH:4]=[CH:3][CH:2]=1.[CH3:23]C(C)([O-])C.[K+].CI>CN(C)C=O>[CH3:23][S:16][C:15]1[N:10]2[CH2:9][CH2:8][N:7]([C:1]3[CH:2]=[CH:3][CH:4]=[CH:5][CH:6]=3)[CH2:22][CH2:21][N:11]2[C:12]2[CH:20]=[CH:19][CH:18]=[CH:17][C:13]=2[N:14]=1 |f:1.2|. Procedure details: To a mixture of 2,3,4,5-tetrahydro-3-phenyl-1H-[1,2,5]triazepino[1,2-a][1,2,4]benzotriazine-7(8H)-thione (3.1 g from Example 12) and potassium t-butoxide (1.29 g) in N,N-dimethylformamide (50 ml, dried over 4A molecular sieves) was added methyl iodide (2 ml) and the reaction flask was sealed rapidly. An exothermic reaction ensued. The solution was left at room temperature overnight. The solution was evaporated and the residue was extracted with chloroform. The extract was applied to a column (71...